The task is: describe an organic reaction: reactants, conditions, products, and yield. This data is from the Open Reaction Database (ORD), a public repository of structured organic reaction records. Reactants: CNC(=N[N+](=O)[O-])OC, CC#N, [Cl-], Cl, [Na+], NCC1CCOC1, O. Product: CNC(=N[N+](=O)[O-])NCC1CCOC1. RXN SMILES: [CH3:10][NH:11][C:12]([O:13][CH3:14])=[N:15][N+:16](=[O:17])[O-:18].[CH3:21][C:22]#[N:23].[Cl-:9].[ClH:19].[Na+:8].[O:1]1[CH2:2][CH:3]([CH2:6][NH2:7])[CH2:4][CH2:5]1.[OH2:20]>>[O:1]1[CH2:2][CH:3]([CH2:6][NH:7][C:12]([NH:11][CH3:10])=[N:15][N+:16](=[O:17])[O-:18])[CH2:4][CH2:5]1. Procedure: tert-Butyl (10S)-6-amino-10-methyl-9,10-dihydro-8H-imidazo[1′,2′:1,2]imidazo[4,5-c]quinoline-8-carboxylate (130 mg, 0.383 mmol) was treated with 10 mL of 3.0 M HCl/EtOH and heated up to reflux for about 20 minutes. The volatiles were then removed under reduced pressure, and the resulting residue was partitioned between CH2Cl2 and H2O. The layers were separated, and the aqueous one was extracted again with CH2Cl2, and the combined organic layers were discarded. The aqueous layer was then treated ... The product is C[C@H]1CNC=2N1C1=C(C(=NC3=CC=CC=C13)N)N2 ((10S)-10-methyl-9,10-dihydro-8H-imidazo[1′,2′:1,2]imidazo[4,5-c]quinolin-6-amine). Reaction SMILES: [NH2:1][C:2]1[C:11]2[N:12]=[C:13]3[N:17](C(OC(C)(C)C)=O)[CH2:16][C@H:15]([CH3:25])[N:14]3[C:10]=2[C:9]2[C:4](=[CH:5][CH:6]=[CH:7][CH:8]=2)[N:3]=1.Cl.CCO>C(Cl)(Cl)Cl>[CH3:25][C@@H:15]1[N:14]2[C:10]3[C:9]4[C:4](=[CH:5][CH:6]=[CH:7][CH:8]=4)[N:3]=[C:2]([NH2:1])[C:11]=3[N:12]=[C:13]2[NH:17][CH2:16]1 |f:1.2|. Starting materials: NC1=NC2=CC=CC=C2C2=C1N=C1N2[C@H](CN1C(=O)OC(C)(C)C)C (tert-Butyl (10S)-6-amino-10-methyl-9,10-dihydro-8H-imidazo[1′,2′:1,2]imidazo[4,5-c]quinoline-8-carboxylate), Cl.CCO (HCl EtOH). Yield: 60.0%. Run in C(Cl)(Cl)Cl (CHCl3). Starting materials: CN, Cl, Cc1cc(-c2ccc3c(c2)CN(c2cc(N4CCN(C)CC4)nc(N)n2)CC3)cnc1C(=O)O. Yields the product CNC(=O)c1ncc(-c2ccc3c(c2)CN(c2cc(N4CCN(C)CC4)nc(N)n2)CC3)cc1C. As a reaction SMILES: [CH3:36][NH2:37].[ClH:35].[NH2:1][c:2]1[n:3][c:4]([N:28]2[CH2:29][CH2:30][N:31]([CH3:34])[CH2:32][CH2:33]2)[cH:5][c:6]([N:8]2[CH2:9][c:10]3[cH:11][c:12](-[c:18]4[cH:19][c:20]([CH3:27])[c:21]([C:24](=[O:25])[OH:26])[n:22][cH:23]4)[cH:13][cH:14][c:15]3[CH2:16][CH2:17]2)[n:7]1>>[NH2:1][c:2]1[n:3][c:4]([N:28]2[CH2:29][CH2:30][N:31]([CH3:34])[CH2:32][CH2:33]2)[cH:5][c:6]([N:8]2[CH2:9][c:10]3[cH:11][c:12](-[c:18]4[cH:19][c:20]([CH3:27])[c:21]([C:24](=[O:25])[NH:37][CH3:36])[n:22][cH:23]4)[cH:13][cH:14][c:15]3[CH2:16][CH2:17]2)[n:7]1. Starting materials: [OH-].[K+] (potassium hydroxide), NC1=C(C=C(C=2C(C3=CC=CC=C3C(C12)=O)=O)NS(=O)(=O)C=1C(=CC=CC1)C)OC (1-amino-2-methoxy-4-toluenesulfonamidoanthraquinone), NC1=C(C=C(C=2C(C3=CC=CC=C3C(C12)=O)=O)NS(=O)(=O)C1=CC=C(C=C1)C)S(=O)(=O)O (1-amino-4-p-toluenesulfonamido- 2-anthraquinone sulfonic acid), polyester, potassium salts, NC1=C(C=C(C=2C(C3=CC=CC=C3C(C12)=O)=O)NS(=O)(=O)C1=CC=CC=C1)S(=O)(=O)O (1-amino-4-benzenesulfonamido-2-anthraquinonesulfonic acid), NC1=C(C=C(C=2C(C3=CC=CC=C3C(C12)=O)=O)NS(=O)(=O)C1=CC=CC=C1)OC (1-amino-2-methoxy-4-benzenesulfonamidoanthraquinone). The solvent is CO (methanol). Yields the product NC1=C(C=C(C=2C(C3=CC=CC=C3C(C12)=O)=O)NS(=O)(=O)C1=CC=C(C=C1)C)OC.NC1=C(C=C(C=2C(C3=CC=CC=C3C(C12)=O)=O)NS(=O)(=O)C1=CC=CC=C1)OC (1 -Amino-2-Methoxy-4-p-Toluenesulfonamidoanthraquinone 1-Amino-2-Methoxy-4-Benzenesulfonamidoanthraquinone). RXN SMILES: [OH-].[K+].NC1C2[C:16](=[O:18])C3C(=CC=CC=3)C(=O)C=2C(NS(C2C=CC=CC=2)(=O)=O)=CC=1S(O)(=O)=O.[NH2:34][C:35]1[C:48]2[C:47](=[O:49])[C:46]3[C:41](=[CH:42][CH:43]=[CH:44][CH:45]=3)[C:40](=[O:50])[C:39]=2[C:38]([NH:51][S:52]([C:55]2[CH:60]=[CH:59][C:58]([CH3:61])=[CH:57][CH:56]=2)(=[O:54])=[O:53])=[CH:37][C:36]=1S(O)(=O)=O.[NH2:66][C:67]1[C:80]2[C:79](=[O:81])[C:78]3[C:73](=[CH:74][CH:75]=[CH:76][CH:77]=3)[C:72](=[O:82])[C:71]=2[C:70]([NH:83][S:84]([C:87]2[C:88](C)=[CH:89][CH:90]=[CH:91][CH:92]=2)(=[O:86])=[O:85])=[CH:69][C:68]=1[O:94][CH3:95].NC1C2C(=O)C3C(=CC=CC=3)C(=O)C=2C(NS(C2C=CC=CC=2)(=O)=O)=CC=1OC>CO>[NH2:34][C:35]1[C:48]2[C:47](=[O:49])[C:46]3[C:41](=[CH:42][CH:43]=[CH:44][CH:45]=3)[C:40](=[O:50])[C:39]=2[C:38]([NH:51][S:52]([C:55]2[CH:60]=[CH:59][C:58]([CH3:61])=[CH:57][CH:56]=2)(=[O:54])=[O:53])=[CH:37][C:36]=1[O:18][CH3:16].[NH2:66][C:67]1[C:80]2[C:79](=[O:81])[C:78]3[C:73](=[CH:74][CH:75]=[CH:76][CH:77]=3)[C:72](=[O:82])[C:71]=2[C:70]([NH:83][S:84]([C:87]2[CH:92]=[CH:91][CH:90]=[CH:89][CH:88]=2)(=[O:86])=[O:85])=[CH:69][C:68]=1[O:94][CH3:95] |f:0.1,7.8|. Reported procedure: To a homogenous mixture of 225 g. potassium hydroxide in 450 g. methanol cooled to 60°-70° C is added 87 g. of the mixed potassium salts of 1-amino-4-benzenesulfonamido-2-anthraquinonesulfonic acid and 1-amino-4-p-toluenesulfonamido- 2-anthraquinone sulfonic acid. After holding this mixture for about 2 hours at 75°-80° C, the reaction mass is diluted with 750 g. water, filtered at less than 40° C, washed free of alkali with warm and then hot water and the product recovered as a red presscake. Th... The reactants are N1C(=O)NC=2NC(=O)NC2C1=O (uric acid), [OH-].[Na+] (NaOH), [OH-].[Na+] (NaOH). Run at temperature 70 celsius, time 24 hour. The product is C12=C(NC(=O)NC1=O)[N-]C(=O)N2.[Na+] (Monosodium urate). RXN SMILES: [NH:1]1[C:11](=[O:12])[C:10]2[NH:9][C:7](=[O:8])[NH:6][C:5]=2[NH:4][C:2]1=[O:3].[OH-].[Na+:14]>>[C:10]12[NH:9][C:7](=[O:8])[N-:6][C:5]=1[NH:4][C:2]([NH:1][C:11]2=[O:12])=[O:3].[Na+:14] |f:1.2,3.4|. Procedure: Monosodium urate (MSU) crystals were prepared by dissolving 1.68 g of uric acid in 500 mL of 0.01 M NaOH and heating to 70° C.55,56 NaOH was added as required to maintain the pH between 7.1 and 7.2 and the solution was filtered and incubated at room temperature with slow stirring for 24 hours. Reactants: [OH-].[Na+] (NaOH), C1(=CC=CC=C1)S(=O)(=O)Cl (benzene sulfonyl chloride), C(C1=CC=CC=C1)OC(=O)N1CC(N(CC1)CC1=CC=2C(=NC=CC2N1)Cl)=O (4-(4-chloro-1H-pyrrolo[3,2-c]pyridin-2-ylmethyl)-3-oxo-piperazine-1-carboxylic acid benzyl ester). Reagents/catalysts: [N+](CCCC)(CCCC)(CCCC)CCCC.[O-]S(=O)(=O)O (nBu4NHSO4). Solvent: C(Cl)Cl (CH2Cl2), C(Cl)Cl (CH2Cl2). Reaction conditions: time 3.5 hour. The product is C(C1=CC=CC=C1)OC(=O)N1CC(N(CC1)CC1=CC=2C(=NC=CC2N1S(=O)(=O)C1=CC=CC=C1)Cl)=O (4-(1-Benzenesulfonyl-4-chloro-1H-pyrrolo[3,2-c]pyridin-2-ylmethyl)-3-oxo-piperazine-1-carboxylic acid benzyl ester). The yield is 98.1%. Reaction SMILES: [OH-].[Na+].[C:3]1([S:9](Cl)(=[O:11])=[O:10])[CH:8]=[CH:7][CH:6]=[CH:5][CH:4]=1.[CH2:13]([O:20][C:21]([N:23]1[CH2:28][CH2:27][N:26]([CH2:29][C:30]2[NH:38][C:37]3[CH:36]=[CH:35][N:34]=[C:33]([Cl:39])[C:32]=3[CH:31]=2)[C:25](=[O:40])[CH2:24]1)=[O:22])[C:14]1[CH:19]=[CH:18][CH:17]=[CH:16][CH:15]=1>[N+](CCCC)(CCCC)(CCCC)CCCC.[O-]S(O)(=O)=O.C(Cl)Cl>[CH2:13]([O:20][C:21]([N:23]1[CH2:28][CH2:27][N:26]([CH2:29][C:30]2[N:38]([S:9]([C:3]3[CH:8]=[CH:7][CH:6]=[CH:5][CH:4]=3)(=[O:11])=[O:10])[C:37]3[CH:36]=[CH:35][N:34]=[C:33]([Cl:39])[C:32]=3[CH:31]=2)[C:25](=[O:40])[CH2:24]1)=[O:22])[C:14]1[CH:15]=[CH:16][CH:17]=[CH:18][CH:19]=1 |f:0.1,4.5|. Reported procedure: Powdered NaOH (0.96 g, 23.9 mmol) followed by nBu4NHSO4 (0.32 g, 0.96 mmol) and benzene sulfonyl chloride (1.8 mL, 14.1 mmol) is added to a solution of 4-(4-chloro-1H-pyrrolo[3,2-c]pyridin-2-ylmethyl)-3-oxo-piperazine-1-carboxylic acid benzyl ester (3.81 g, 9.56 mmol) in CH2Cl2(32 mL) at RT. The resulting slurry is stirred for 3.5 h then diluted with CH2Cl2 and washed with saturated NaHCO3 and brine. The organic layer is dried over MgSO4, filtered and concentrated to dryness. The crude product i... Reactants: CC(=O)C (acetone), OCCCCCCCCCCCC(=O)O (12-hydroxydodecanoic acid), OCCCCCCCCCCCCCCCC(=O)O (16-hydroxy hexadecanoic acid). Run in C(Cl)(Cl)Cl (chloroform). Run at time 15 hour. Yields the product C(CCCCCCCCCCCCCCCC(=O)O)C(=O)O (1,16-hexadecane dicarboxylic acid). As a reaction SMILES: CC(C)=O.O[CH2:6][CH2:7][CH2:8][CH2:9][CH2:10][CH2:11][CH2:12][CH2:13][CH2:14][CH2:15][CH2:16][C:17]([OH:19])=[O:18].OCCCCCCCCCC[CH2:31][CH2:32][CH2:33][CH2:34][CH2:35][C:36]([OH:38])=[O:37]>C(Cl)(Cl)Cl>[CH2:35]([C:36]([OH:38])=[O:37])[CH2:34][CH2:33][CH2:32][CH2:31][CH2:6][CH2:7][CH2:8][CH2:9][CH2:10][CH2:11][CH2:12][CH2:13][CH2:14][CH2:15][CH2:16][C:17]([OH:19])=[O:18]. Reported procedure: In Example 3, acetone solution of 12-hydroxydodecanoic acid was replaced by 16-hydroxy hexadecanoic acid (100 mg) dissolved in chloroform (10 ml) and reaction time was set for 15 hours. 72 mg of 1,16-hexadecane dicarboxylic acid was produced. Reactants: Cc3cc(C)c(C(=O)Oc2ccc1ccccc1c2)c(C)c3 (substrate), O=C=O (effective_coupling_partner). The reagents and catalysts are dppf. Reaction conditions: temperature 80 celsius, time 48 hour. Yields the product O=C(O)c2ccc1ccccc1c2. Reactants: CCOC(=O)CCc1cn(CCc2ccc(OCc3nc(-c4ccccc4)oc3C)cc2)nc1-c1ccccc1, CCO, Cl, [Na+], C1CCOC1, [OH-]. Yields the product Cc1oc(-c2ccccc2)nc1COc1ccc(CCn2cc(CCC(=O)O)c(-c3ccccc3)n2)cc1. As a reaction SMILES: [CH3:1][c:2]1[c:3]([CH2:13][O:14][c:15]2[cH:16][cH:17][c:18]([CH2:21][CH2:22][n:23]3[n:24][c:25](-[c:35]4[cH:36][cH:37][cH:38][cH:39][cH:40]4)[c:26]([CH2:28][CH2:29][C:30](=[O:31])[O:32][CH2:33][CH3:34])[cH:27]3)[cH:19][cH:20]2)[n:4][c:5](-[c:7]2[cH:8][cH:9][cH:10][cH:11][cH:12]2)[o:6]1.[CH3:43][CH2:44][OH:45].[ClH:46].[Na+:42].[O:47]1[CH2:48][CH2:49][CH2:50][CH2:51]1.[OH-:41]>>[CH3:1][c:2]1[c:3]([CH2:13][O:14][c:15]2[cH:16][cH:17][c:18]([CH2:21][CH2:22][n:23]3[n:24][c:25](-[c:35]4[cH:36][cH:37][cH:38][cH:39][cH:40]4)[c:26]([CH2:28][CH2:29][C:30](=[O:31])[OH:32])[cH:27]3)[cH:19][cH:20]2)[n:4][c:5](-[c:7]2[cH:8][cH:9][cH:10][cH:11][cH:12]2)[o:6]1.